This data is from the Open Reaction Database (ORD), a public repository of structured organic reaction records. The task is: describe an organic reaction: reactants, conditions, products, and yield Reactants: CCCCc1ccc(N)cc1, CC(=O)OC(C)=O, CC(=O)O, O. Product: CCCCc1ccc(NC(C)=O)cc1. Reaction SMILES: [CH2:1]([CH2:2][CH2:3][CH3:4])[c:5]1[cH:6][cH:7][c:8]([NH2:9])[cH:10][cH:11]1.[CH3:12][C:13](=[O:14])[O:15][C:16](=[O:17])[CH3:18].[CH3:20][C:21](=[O:22])[OH:23].[OH2:19]>>[CH2:1]([CH2:2][CH2:3][CH3:4])[c:5]1[cH:6][cH:7][c:8]([NH:9][C:13]([CH3:12])=[O:14])[cH:10][cH:11]1. Reactants: CCN(CC)CC1CCCCN1CCN, CC#N, O=C1Nc2cccnc2N(C(=O)Cl)c2ccccc21, [Na+], [Na+], O=C([O-])[O-]. The product is CCN(CC)CC1CCCCN1CCNC(=O)N1c2ccccc2C(=O)Nc2cccnc21. Reaction SMILES: [CH2:26]([CH3:27])[N:28]([CH2:29][CH3:30])[CH2:31][CH:32]1[N:33]([CH2:38][CH2:39][NH2:40])[CH2:34][CH2:35][CH2:36][CH2:37]1.[CH3:41][C:42]#[N:43].[Cl:1][C:2](=[O:3])[N:4]1[c:5]2[c:6]([cH:16][cH:17][cH:18][n:19]2)[NH:7][C:8](=[O:15])[c:9]2[c:10]1[cH:11][cH:12][cH:13][cH:14]2.[Na+:20].[Na+:21].[O-:22][C:23](=[O:24])[O-:25]>>[C:2](=[O:3])([N:4]1[c:5]2[c:6]([cH:16][cH:17][cH:18][n:19]2)[NH:7][C:8](=[O:15])[c:9]2[c:10]1[cH:11][cH:12][cH:13][cH:14]2)[NH:40][CH2:39][CH2:38][N:33]1[CH:32]([CH2:31][N:28]([CH2:26][CH3:27])[CH2:29][CH3:30])[CH2:37][CH2:36][CH2:35][CH2:34]1. Starting materials: ClC1=C(C=CC=C1)C1CC(CC(C1)=O)=O (5-(2-chlorophenyl)cyclohexane-1,3-dione), NCC(C)O (3-aminopropan-2-ol), 4A. The solvent is O1CCCC1 (tetrahydrofuran). Reaction conditions: temperature 150 celsius, time 5 hour. Product: ClC1=C(C=CC=C1)C1CC(C=2C(=CNC2C1)C)=O (6-(2-chlorophenyl)-3-methyl-4,5,6,7-tetrahydroindol-4-one). Isolated yield 55.7%. Reaction SMILES: [Cl:1][C:2]1[CH:7]=[CH:6][CH:5]=[CH:4][C:3]=1[CH:8]1[CH2:13][C:12](=[O:14])[CH2:11][C:10](=O)[CH2:9]1.[NH2:16][CH2:17][CH:18](O)[CH3:19]>O1CCCC1>[Cl:1][C:2]1[CH:7]=[CH:6][CH:5]=[CH:4][C:3]=1[CH:8]1[CH2:9][C:10]2[NH:16][CH:17]=[C:18]([CH3:19])[C:11]=2[C:12](=[O:14])[CH2:13]1. Procedure: A mixture of 5-(2-chlorophenyl)cyclohexane-1,3-dione (2.0 g), 3-aminopropan-2-ol (0.88 g), molecular sieves 4A (12 g) and tetrahydrofuran (30 ml) was refluxed for 12 hours and cooled, and insoluble materials were filtered off. Under reduced pressure, the solvent was evaporated, and the residue was dissolved in dimethylformamide (40 ml). To the solution were added 2-bromomesitylene(1.8 g), tetrakistriphenylphosphine palladium (0.26 g) and potassium carbonate (2.5 g), and the mixture was stirred a... The reactants are Cc1ccccc1, Cc1ccc2ccccc2c1NC1COC(=O)C1, O=C(Cl)CCl. Yields the product Cc1ccc2ccccc2c1N(C(=O)CCl)C1COC(=O)C1. As a reaction SMILES: [CH3:24][c:25]1[cH:26][cH:27][cH:28][cH:29][cH:30]1.[CH3:6][c:7]1[c:8]([NH:17][CH:18]2[CH2:19][C:20](=[O:21])[O:22][CH2:23]2)[c:9]2[cH:10][cH:11][cH:12][cH:13][c:14]2[cH:15][cH:16]1.[Cl:1][CH2:2][C:3](=[O:4])[Cl:5]>>[Cl:1][CH2:2][C:3](=[O:4])[N:17]([c:8]1[c:7]([CH3:6])[cH:16][cH:15][c:14]2[c:9]1[cH:10][cH:11][cH:12][cH:13]2)[CH:18]1[CH2:19][C:20](=[O:21])[O:22][CH2:23]1. The reactants are ClC(Cl)Cl, N#Cc1ccc(C(Cl)CCCc2c[nH]cn2)cc1. The product is N#Cc1ccc(C2CCCc3cncn32)cc1, Cl. RXN SMILES: [CH:19]([Cl:20])([Cl:21])[Cl:22].[Cl:1][CH:2]([CH2:3][CH2:4][CH2:5][c:6]1[n:7][cH:8][nH:9][cH:10]1)[c:11]1[cH:12][cH:13][c:14]([C:17]#[N:18])[cH:15][cH:16]1>>[CH:2]1([c:11]2[cH:12][cH:13][c:14]([C:17]#[N:18])[cH:15][cH:16]2)[CH2:3][CH2:4][CH2:5][c:6]2[n:7]1[cH:8][n:9][cH:10]2.[ClH:1]. Starting materials: N=1ON=C2C1C=CC(=C2)C(C)=O (1-(2,1,3-Benzoxadiazol-5-yl)ethanone), Cl.N1(CCNCC1)C(CC1=CC=C(C=C1)N1N=NN=C1)=O (1-(piperazin-1-yl)-2-[4-(1H-tetrazol-1-yl)phenyl]ethanone hydrochloride), N=1ON=C2C1C=CC(=C2)C(CN2CCN(CC2)C(CC2=CC=C(C=C2)N2N=NN=C2)=O)=O.N=1ON=C2C1C=CC(=C2)C(CBr)=O (1-(2,1,3-benzoxadiazol-5-yl)-2-(4-{[4-(1H-tetrazol-1-yl)phenyl]acetyl}piperazin-1-yl)ethanone 1-(2,1,3-Benzoxadiazol-5-yl)-2-bromoethanone), C1CC(=O)N(C1=O)Br (NBS), C(C)(=O)[O-].[NH4+] (ammonium acetate), CCN(C(C)C)C(C)C (Hunig's base). Solvent: C(C)#N (acetonitrile), C(Cl)(Cl)(Cl)Cl (Carbon tetrachloride), CCOCC (ether). Reaction conditions: time 1 hour. Yields the product N=1ON=C2C1C=CC(=C2)C(CBr)=O (1-(2,1,3-benzoxadiazol-5-yl)-2-bromoethanone). Reaction SMILES: [N:1]1[O:2][N:3]=[C:4]2[CH:9]=[C:8]([C:10](=[O:12])[CH3:11])[CH:7]=[CH:6][C:5]=12.C1C(=O)N([Br:20])C(=O)C1.C([O-])(=O)C.[NH4+].N1ON=C2C=C(C(=O)CN3CCN(C(=O)CC4C=CC(N5C=NN=N5)=CC=4)CC3)C=CC=12.N1ON=C2C=C(C(=O)CBr)C=CC=12.Cl.N1(C(=O)CC2C=CC(N3C=NN=N3)=CC=2)CCNCC1.CCN(C(C)C)C(C)C>CCOCC.C(#N)C.C(Cl)(Cl)(Cl)Cl>[N:1]1[O:2][N:3]=[C:4]2[CH:9]=[C:8]([C:10](=[O:12])[CH2:11][Br:20])[CH:7]=[CH:6][C:5]=12 |f:2.3,4.5,6.7|. Procedure: 1-(2,1,3-Benzoxadiazol-5-yl)ethanone (230 mg, 1.42 mmol) was combined with NBS (265 mg, 1.49 mmol) and ammonium acetate (11 mg, 0.14 mmol) in ether (5 mL) and the resulting mixture was stirred at RT for 1 h. Carbon tetrachloride was added (5 mL) and the mixture was heated at 80° C. for 1 h. An additional 0.2 equivalents of NMS were added and the mixture was heated at 80° C. for an additional 2 h. The reaction mixture was filtered and the filtrate was washed with water and the organic layer was d... The reactants are [OH-].[Na+] (sodium hydroxide), ClC=1C=C(N)C=C(C1)Cl (3,5-dichloroaniline), C(C)C(C(=O)[O-])=O (ethylglyoxalate), CC1=C(C=C)C=CC(=C1)C (2,4-dimethylstyrene), FC(C(=O)O)(F)F (trifluoroacetic acid). The solvent is C(C)#N (acetonitrile), C(C)O (ethanol). Product: ClC1=C2C(CC(NC2=CC(=C1)Cl)C(=O)O)C1=C(C=C(C=C1)C)C (5,7-dichloro-4-(2,4-dimethylphenyl)-1,2,3,4-tetrahydroquinoline-2-carboxylic Acid). RXN SMILES: [Cl:1][C:2]1[CH:3]=[C:4]([CH:6]=[C:7]([Cl:9])[CH:8]=1)[NH2:5].[CH2:10]([C:12](=O)[C:13]([O-:15])=[O:14])[CH3:11].[CH3:17][C:18]1[CH:25]=[C:24]([CH3:26])[CH:23]=[CH:22][C:19]=1C=C.FC(F)(F)C(O)=O.[OH-].[Na+]>C(#N)C.C(O)C>[Cl:1][C:2]1[CH:8]=[C:7]([Cl:9])[CH:6]=[C:4]2[C:3]=1[CH:11]([C:19]1[CH:22]=[CH:23][C:24]([CH3:26])=[CH:25][C:18]=1[CH3:17])[CH2:10][CH:12]([C:13]([OH:15])=[O:14])[NH:5]2 |f:4.5|. Reported procedure: Compound 22 was prepared by the basic process from 5.0 mmol 3,5-dichloroaniline, 5.5 mmol ethylglyoxalate solution (50% toluene), 15.0 mmol 2,4-dimethylstyrene and 5.0 mmol trifluoroacetic acid in 30.0 ml acetonitrile. Subsequent saponification was carried out using 1.0 ml of sodium hydroxide solution (6N water) in 20.0 ml of ethanol.